Dataset: the Open Reaction Database (ORD), a public repository of structured organic reaction records. Task: describe an organic reaction: reactants, conditions, products, and yield Solvent: CN(C)C=O (DMF), CN(C)C=O (DMF). The reactants are N=1C=CN2C1N(C1=NC=CC=C12)C1=CC=C(C=C1)O (4-(9H-imidazo[1′,2′:1,2]imidazo[4,5-b]pyridin-9-yl)phenol), [H-].[Na+] (sodium hydride), ClC1=NC2=C(N1CC(C)=O)C=CC=C2 (1-(2-chloro-1H-benzimidazol-1-yl)propan-2-one), O (water). Reported procedure: To a solution of 4-(9H-imidazo[1′,2′:1,2]imidazo[4,5-b]pyridin-9-yl)phenol (1.13 g) obtained in Example 9, step C) in DMF (10 ml) was added sodium hydride (60% in oil, 0.200 g) at room temperature by small portions. After stirring for 10 min, a solution of 1-(2-chloro-1H-benzimidazol-1-yl)propan-2-one (1.25 g) in DMF (5 ml) was added, and the obtained mixture was stirred under microwave irradiation at 180° C. for 1.5 hr. The reaction mixture was poured into water, and the mixture was extracted w... RXN SMILES: [N:1]1[CH:2]=[CH:3][N:4]2[C:12]3[C:7](=[N:8][CH:9]=[CH:10][CH:11]=3)[N:6]([C:13]3[CH:18]=[CH:17][C:16]([OH:19])=[CH:15][CH:14]=3)[C:5]=12.[H-].[Na+].Cl[C:23]1[N:27]([CH2:28][C:29](=[O:31])[CH3:30])[C:26]2[CH:32]=[CH:33][CH:34]=[CH:35][C:25]=2[N:24]=1.O>CN(C=O)C>[N:1]1[CH:2]=[CH:3][N:4]2[C:12]3[C:7](=[N:8][CH:9]=[CH:10][CH:11]=3)[N:6]([C:13]3[CH:18]=[CH:17][C:16]([O:19][C:23]4[N:27]([CH2:28][C:29](=[O:31])[CH3:30])[C:26]5[CH:32]=[CH:33][CH:34]=[CH:35][C:25]=5[N:24]=4)=[CH:15][CH:14]=3)[C:5]=12 |f:1.2|. Reaction conditions: time 10 minute. The yield is 19.4%. Yields the product N=1C=CN2C1N(C1=NC=CC=C12)C1=CC=C(OC2=NC3=C(N2CC(C)=O)C=CC=C3)C=C1 (1-{2-[4-(9H-imidazo[1′,2′:1,2]imidazo[4,5-b]pyridin-9-yl)phenoxy]-1H-benzimidazol-1-yl}propan-2-one). Reactants: B, C1CCOC1, CCOCC, CSC, C=C1CC(C(=O)OC)N(C(=O)OC(C)(C)C)C1, [Na+], [OH-], O, OO. Product: COC(=O)C1CC(CO)CN1C(=O)OC(C)(C)C. As a reaction SMILES: [BH3:21].[CH2:26]1[O:27][CH2:28][CH2:29][CH2:30]1.[CH2:31]([O:32][CH2:33][CH3:34])[CH3:35].[CH3:18][S:19][CH3:20].[CH3:1][O:2][C:3](=[O:4])[CH:5]1[N:6]([C:11](=[O:12])[O:13][C:14]([CH3:15])([CH3:16])[CH3:17])[CH2:7][C:8](=[CH2:10])[CH2:9]1.[Na+:23].[OH-:22].[OH2:36].[OH:24][OH:25]>>[CH3:1][O:2][C:3](=[O:4])[CH:5]1[N:6]([C:11](=[O:12])[O:13][C:14]([CH3:15])([CH3:16])[CH3:17])[CH2:7][CH:8]([CH2:10][OH:22])[CH2:9]1. Starting materials: N(=[N+]=[N-])C1=CC=C(C(=O)NCC(F)(F)F)C=C1 (4-azido-N-(2,2,2-trifluoroethyl)benzamide), O=C(CC(=O)OCC)CCC (ethyl 3-keto-n-hexanoate), [O-]CC.[Na+] (sodium ethoxide). Run in C(C)O (ethanol), C(C)O (ethanol). Run at temperature 60 celsius, time 8 hour. Yields the product C(CC)C1=C(N=NN1C1=CC=C(C=C1)C(=O)NCC(F)(F)F)C(=O)O (5-propyl-1-(4-{[(2,2,2-trifluoroethyl)amino]carbonyl}phenyl)-1H-1,2,3-triazole-4-carboxylic acid). Yield: 100.0%. As a reaction SMILES: [N:1]([C:4]1[CH:17]=[CH:16][C:7]([C:8]([NH:10][CH2:11][C:12]([F:15])([F:14])[F:13])=[O:9])=[CH:6][CH:5]=1)=[N+:2]=[N-:3].O=[C:19]([CH2:26][CH2:27][CH3:28])[CH2:20][C:21]([O:23]CC)=[O:22].[O-]CC.[Na+]>C(O)C>[CH2:26]([C:19]1[N:1]([C:4]2[CH:5]=[CH:6][C:7]([C:8]([NH:10][CH2:11][C:12]([F:14])([F:13])[F:15])=[O:9])=[CH:16][CH:17]=2)[N:2]=[N:3][C:20]=1[C:21]([OH:23])=[O:22])[CH2:27][CH3:28] |f:2.3|. Reported procedure: To a solution of 4-azido-N-(2,2,2-trifluoroethyl)benzamide (0.98 g) obtained in Example 46a) and ethyl 3-keto-n-hexanoate (0.77 ml) in ethanol (20 ml) was added 20% sodium ethoxide in ethanol solution (1.85 ml) at room temperature, and the mixture was stirred overnight at 60° C. The reaction mixture was cooled to room temperature, and the solvent was evaporated under reduced pressure. The residue was diluted with water, and washed with ethyl acetate. The aqueous layer was acidified with 1N hydro... As a reaction SMILES: [C:1]1([N:7]([C:23]2[CH:28]=[CH:27][CH:26]=[CH:25][CH:24]=2)[C:8]2[CH:13]=[CH:12][C:11]([C:14]3[CH:19]=[CH:18][CH:17]=[CH:16][C:15]=3[N+:20]([O-])=O)=[CH:10][CH:9]=2)[CH:6]=[CH:5][CH:4]=[CH:3][CH:2]=1>P(OCC)(OCC)(OCC)=O>[C:1]1([N:7]([C:23]2[CH:28]=[CH:27][CH:26]=[CH:25][CH:24]=2)[C:8]2[CH:13]=[CH:12][C:11]3[C:14]4[C:15](=[CH:16][CH:17]=[CH:18][CH:19]=4)[NH:20][C:10]=3[CH:9]=2)[CH:6]=[CH:5][CH:4]=[CH:3][CH:2]=1. The reactants are C1(=CC=CC=C1)N(C1=CC=C(C=C1)C1=C(C=CC=C1)[N+](=O)[O-])C1=CC=CC=C1 (2-(4-diphenylaminophenyl)nitrobenzene). Conditions: temperature 160 celsius, time 8 hour. The solvent is P(=O)(OCC)(OCC)OCC (triethyl phosphate). Yields the product C1(=CC=CC=C1)N(C1=CC=2NC3=CC=CC=C3C2C=C1)C1=CC=CC=C1 (2-diphenylaminocarbazole). Yield: 87.7%. Reported procedure: 1.5 g of 2-(4-diphenylaminophenyl)nitrobenzene and 20 ml of triethyl phosphate were heated and stirred at 160° C. for 8 hours. After triethyl phosphate was distilled off under reduced pressure, 10 ml of methanol was added, followed by filtration. The resulting solid was vacuum-dried to obtain 1.2 g of 2-diphenylaminocarbazole. Starting materials: O=C([O-])[O-], O=C(c1ccc(O)cc1)c1ccc(Cl)cc1, COC(=O)C(C)(C)CCCCl, [K+], [K+], CN(C)C=O, O. Product: COC(=O)C(C)(C)CCCOc1ccc(C(=O)c2ccc(Cl)cc2)cc1. Reaction SMILES: [C:17](=[O:18])([O-:19])[O-:20].[Cl:1][c:2]1[cH:3][cH:4][c:5]([C:8]([c:9]2[cH:10][cH:11][c:12]([OH:15])[cH:13][cH:14]2)=[O:16])[cH:6][cH:7]1.[Cl:23][CH2:24][CH2:25][CH2:26][C:27]([C:28](=[O:29])[O:30][CH3:31])([CH3:32])[CH3:33].[K+:21].[K+:22].[O:35]=[CH:36][N:37]([CH3:38])[CH3:39].[OH2:34]>>[Cl:1][c:2]1[cH:3][cH:4][c:5]([C:8]([c:9]2[cH:10][cH:11][c:12]([O:15][CH2:24][CH2:25][CH2:26][C:27]([C:28](=[O:29])[O:30][CH3:31])([CH3:32])[CH3:33])[cH:13][cH:14]2)=[O:16])[cH:6][cH:7]1. Reactants: NCCCCN1CCN(CC1)C1=NC=CC=N1 (1-(4-aminobutyl)-4-(2-pyrimidinyl) piperazine), CC1(C2C(OC(C1CC2)=O)=O)C (8,8-dimethyl-3-oxabicyclo[3.2.1]octan-2,4-dione). Yields the product N1=C(N=CC=C1)N1CCN(CC1)CCCCN1C(C2CCC(C1=O)C2(C)C)=O (3-(4-[4-(2-Pyrimidinyl)-1-piperazinyl]butyl)8, 8-dimethyl-3-azabicyclo[3.2.1]octan-2,4-dione). Isolated yield 30.3%. RXN SMILES: [NH2:1][CH2:2][CH2:3][CH2:4][CH2:5][N:6]1[CH2:11][CH2:10][N:9]([C:12]2[N:17]=[CH:16][CH:15]=[CH:14][N:13]=2)[CH2:8][CH2:7]1.[CH3:18][C:19]1([CH3:29])[CH:24]2[CH2:25][CH2:26][CH:20]1[C:21](=O)[O:22][C:23]2=[O:27]>>[N:17]1[CH:16]=[CH:15][CH:14]=[N:13][C:12]=1[N:9]1[CH2:8][CH2:7][N:6]([CH2:5][CH2:4][CH2:3][CH2:2][N:1]2[C:23](=[O:27])[CH:24]3[C:19]([CH3:18])([CH3:29])[CH:20]([CH2:26][CH2:25]3)[C:21]2=[O:22])[CH2:11][CH2:10]1. Procedure: Following substantially the procedure of Example 1, 0.54 g (2.34 mmol) of 1-(4-aminobutyl)-4-(2-pyrimidinyl) piperazine was reacted with 0.36 g (2.14 mmol) of 8,8-dimethyl-3-oxabicyclo[3.2.1]octan-2,4-dione. The product was chromatographed on silica gel, eluting with dichloromethane/methanol (96:4), to give 0.25 g (32% yield) of the title compound. The reactants are BrC=1C=C(C=CC1)CC(=O)OC (Methyl 2-(3-bromophenyl)acetate), ClS(=O)(=O)O (ClSO3H). Procedure: Methyl 2-(3-bromophenyl)acetate (22 g, 67 mmol) was slowly added into ClSO3H at −10° C. After 1 h, the mixture was warmed up to rt and stirred overnight, diluted slowly with ice water and extracted with EA. The organic layer was washed with water, dried over Na2SO4 and evaporated to give compound P15a (17 g, 54%). Run in ice water. As a reaction SMILES: [Br:1][C:2]1[CH:3]=[C:4]([CH2:8][C:9]([O:11][CH3:12])=[O:10])[CH:5]=[CH:6][CH:7]=1.[Cl:13][S:14](O)(=[O:16])=[O:15]>>[Br:1][C:2]1[CH:7]=[CH:6][C:5]([S:14]([Cl:13])(=[O:16])=[O:15])=[C:4]([CH2:8][C:9]([O:11][CH3:12])=[O:10])[CH:3]=1. Reaction conditions: time 1 hour. The product is BrC=1C=CC(=C(C1)CC(=O)OC)S(=O)(=O)Cl (Methyl 2-(5-bromo-2-(chlorosulfonyl)phenyl)acetate). Reactants: C(C)OC(=O)C1=C(C2=C(N=C(N=C2)C2=CC=CC=C2)N(C1=O)CC)Cl (5-chloro-7,8-dihydro-8-ethyl-7-oxo-2-phenylpyrido[2,3-d]pyrimidine-6-carboxylic acid ethyl ester), NCCO (2-aminoethanol). Yields the product C(C)N1C(C(=C(C2=C1N=C(N=C2)C2=CC=CC=C2)NCCO)C(=O)NCCO)=O (7,8-dihydro-8-ethyl-N-(2-hydroxyethyl)-5-(2-hydroxyethylamino)-7-oxo-2-phenylpyrido[2,3-d]pyrimidine-6-carboxamide). Reaction SMILES: C(O[C:4]([C:6]1[C:21](=[O:22])[N:20]([CH2:23][CH3:24])[C:9]2[N:10]=[C:11]([C:14]3[CH:19]=[CH:18][CH:17]=[CH:16][CH:15]=3)[N:12]=[CH:13][C:8]=2[C:7]=1Cl)=[O:5])C.[NH2:26][CH2:27][CH2:28][OH:29]>>[CH2:23]([N:20]1[C:9]2[N:10]=[C:11]([C:14]3[CH:15]=[CH:16][CH:17]=[CH:18][CH:19]=3)[N:12]=[CH:13][C:8]=2[C:7]([NH:26][CH2:27][CH2:28][OH:29])=[C:6]([C:4]([NH:26][CH2:27][CH2:28][OH:29])=[O:5])[C:21]1=[O:22])[CH3:24]. Procedure details: To 2 g. (0.0056 mole) of 5-chloro-7,8-dihydro-8-ethyl-7-oxo-2-phenylpyrido[2,3-d]pyrimidine-6-carboxylic acid ethyl ester (prepared by the method of the first paragraph of Example 3) was added 20 ml. of 2-aminoethanol and this mixture was heated at reflux for 1.5 hours. The reaction mixture was chilled in ice and the product collected on a filter and recrystallized from ethanol to give 1.7 g. of product.--m.p. 250°-253° C. Starting materials: C1(CC1)S(=O)(=O)N (cyclopropanesulfonamide), C1(CCCCC1)P(C1=C(C=CC=C1)C1=C(C=C(C=C1C(C)C)C(C)C)C(C)C)C1CCCCC1 (2-dicyclohexylphosphino-2′,4′,6′-tri-isopropyl-1,1′-biphenyl), C([O-])([O-])=O.[Cs+].[Cs+] (cesium carbonate), C(C)OC([C@@H](C)OC1=NC(=NC(=C1)Cl)SCC1=C(C(=CC=C1)F)F)=O (2-[[6-chloro-2-[[(2,3-difluorophenyl)methyl]thio]-4-pyrimidinyl]oxy]-(2R)-propanoic acid ethyl ester), product. Reagents/catalysts: C=1C=CC(=CC1)/C=C/C(=O)/C=C/C2=CC=CC=C2.C=1C=CC(=CC1)/C=C/C(=O)/C=C/C2=CC=CC=C2.C=1C=CC(=CC1)/C=C/C(=O)/C=C/C2=CC=CC=C2.[Pd].[Pd] (tris(dibenzylideneacetone)dipalladium). Solvent: O1CCOCC1 (dioxane). Product: C(C)OC([C@@H](C)OC1=NC(=NC(=C1)NS(=O)(=O)C1CC1)SCC1=C(C(=CC=C1)F)F)=O (2-[[6-[(cyclopropylsulfonyl)amino]-2-[[(2,3-difluorophenyl)methyl]thio]-4-pyrimidinyl]oxy]-(2R)-propanoic acid ethyl ester). As a reaction SMILES: [CH:1]1([S:4]([NH2:7])(=[O:6])=[O:5])[CH2:3][CH2:2]1.C1(P(C2CCCCC2)C2C=CC=CC=2C2C(C(C)C)=CC(C(C)C)=CC=2C(C)C)CCCCC1.C(=O)([O-])[O-].[Cs+].[Cs+].[CH2:48]([O:50][C:51](=[O:72])[C@H:52]([O:54][C:55]1[CH:60]=[C:59](Cl)[N:58]=[C:57]([S:62][CH2:63][C:64]2[CH:69]=[CH:68][CH:67]=[C:66]([F:70])[C:65]=2[F:71])[N:56]=1)[CH3:53])[CH3:49]>C1C=CC(/C=C/C(/C=C/C2C=CC=CC=2)=O)=CC=1.C1C=CC(/C=C/C(/C=C/C2C=CC=CC=2)=O)=CC=1.C1C=CC(/C=C/C(/C=C/C2C=CC=CC=2)=O)=CC=1.[Pd].[Pd].O1CCOCC1>[CH2:48]([O:50][C:51](=[O:72])[C@H:52]([O:54][C:55]1[CH:60]=[C:59]([NH:7][S:4]([CH:1]2[CH2:3][CH2:2]2)(=[O:6])=[O:5])[N:58]=[C:57]([S:62][CH2:63][C:64]2[CH:69]=[CH:68][CH:67]=[C:66]([F:70])[C:65]=2[F:71])[N:56]=1)[CH3:53])[CH3:49] |f:2.3.4,6.7.8.9.10|. Procedure details: The subtitle compound was prepared according to the procedure outlined in example 1, step iv) using a mixture of cyclopropanesulfonamide (prepared according to patent WO 2003/099274, 0.14 g), tris(dibenzylideneacetone)dipalladium (0) (71 mg), 2-dicyclohexylphosphino-2′,4′,6′-tri-isopropyl-1,1′-biphenyl (XPHOS) (52 mg), cesium carbonate (0.38 g), 2-[[6-chloro-2-[[(2,3-difluorophenyl)methyl]thio]-4-pyrimidinyl]oxy]-(2R)-propanoic acid ethyl ester (the product of Example 23 step i) (0.30 g) and dio...